This data is from the Open Reaction Database (ORD), a public repository of structured organic reaction records. The task is: describe an organic reaction: reactants, conditions, products, and yield Reported procedure: 11.2 g (0.12 mol) of aniline are added dropwise, whilst stirring, to 8.7 g (0.03 mol) of 2,4-dichloro-4,5-diphenyl-4H-imidazole in 150 ml of ether. The mixture was then stirred for 20 hours at room temperature. The precipitate produced was filtered off and dried. After adding methylene chloride, the solution was repeatedly washed with water and then dried over sodium sulphate, and the solvent was distilled off. The oily residue crystallised on addition of a little ether. The product obtained was... Isolated yield 43.1%. Starting materials: NC1=CC=CC=C1 (aniline), ClC=1N=C(C(N1)(C1=CC=CC=C1)Cl)C1=CC=CC=C1 (2,4-dichloro-4,5-diphenyl-4H-imidazole). Reaction conditions: time 20 hour. Product: C1(=CC=CC=C1)NC=1N=C(C(N1)(C1=CC=CC=C1)NC1=CC=CC=C1)C1=CC=CC=C1 (2,4-diphenylamino-4,5-diphenyl-4H-imidazole). The solvent is CCOCC (ether). Reaction SMILES: [NH2:1][C:2]1[CH:7]=[CH:6][CH:5]=[CH:4][CH:3]=1.Cl[C:9]1[N:10]=[C:11]([C:21]2[CH:26]=[CH:25][CH:24]=[CH:23][CH:22]=2)[C:12](Cl)([C:14]2[CH:19]=[CH:18][CH:17]=[CH:16][CH:15]=2)[N:13]=1>CCOCC>[C:2]1([NH:1][C:9]2[N:10]=[C:11]([C:21]3[CH:26]=[CH:25][CH:24]=[CH:23][CH:22]=3)[C:12]([NH:1][C:2]3[CH:7]=[CH:6][CH:5]=[CH:4][CH:3]=3)([C:14]3[CH:19]=[CH:18][CH:17]=[CH:16][CH:15]=3)[N:13]=2)[CH:7]=[CH:6][CH:5]=[CH:4][CH:3]=1.